describe an organic reaction: reactants, conditions, products, and yield From a dataset of the Open Reaction Database (ORD), a public repository of structured organic reaction records. Starting materials: CC(C)(C)OC(=O)Nc1ccc(-n2cccc2)cc1NC(=O)CC(=O)c1cccc(C#N)c1, ClCCl, O=C(O)C(F)(F)F. Product: N#Cc1cccc(C2=Nc3ccc(-n4cccc4)cc3NC(=O)C2)c1. Reaction SMILES: [C:1]([O:2][C:3](=[O:4])[NH:7][c:8]1[c:9]([NH:19][C:20]([CH2:21][C:22](=[O:5])[c:24]2[cH:25][c:26]([C:30]#[N:31])[cH:27][cH:28][cH:29]2)=[O:32])[cH:10][c:11](-[n:14]2[cH:15][cH:16][cH:17][cH:18]2)[cH:12][cH:13]1)([CH3:6])([CH3:23])[CH3:33].[Cl:41][CH2:42][Cl:43].[F:34][C:35]([F:36])([F:37])[C:38]([OH:39])=[O:40]>>[N:7]1=[C:22]([c:24]2[cH:25][c:26]([C:30]#[N:31])[cH:27][cH:28][cH:29]2)[CH2:21][C:20](=[O:32])[NH:19][c:9]2[c:8]1[cH:13][cH:12][c:11](-[n:14]1[cH:15][cH:16][cH:17][cH:18]1)[cH:10]2. Reactants: FC(C(=O)O)(F)F (trifluoroacetic acid), C(C)(C)(C)OC(=O)N[C@@H](CCCNC(N[N+](=O)[O-])=N)C(=O)N1CCC(CC1)CC(=O)OCC (1-((S)-Nα -t-butoxycarbonyl-Nω -nitroarginyl)-4-(ethoxycarbonylmethyl)piperidine), C1(=CC=CC=C1)C (Toluene). Solvent: ClCCl (dichloromethane). Run at time 6 hour. Product: FC(C(=O)O)(F)F.[N+](=O)([O-])NC(NCCC[C@H](N)C(=O)N1CCC(CC1)CC(=O)OCC)=N (1-((S)-Nω -nitroarginyl)-4-(ethoxycarbonylmethyl)-piperidine trifluoroacetate). As a reaction SMILES: C(OC([NH:8][C@H:9]([C:20]([N:22]1[CH2:27][CH2:26][CH:25]([CH2:28][C:29]([O:31][CH2:32][CH3:33])=[O:30])[CH2:24][CH2:23]1)=[O:21])[CH2:10][CH2:11][CH2:12][NH:13][C:14](=[NH:19])[NH:15][N+:16]([O-:18])=[O:17])=O)(C)(C)C.[F:34][C:35]([F:40])([F:39])[C:36]([OH:38])=[O:37].C1(C)C=CC=CC=1>ClCCl>[F:34][C:35]([F:40])([F:39])[C:36]([OH:38])=[O:37].[N+:16]([NH:15][C:14](=[NH:19])[NH:13][CH2:12][CH2:11][CH2:10][C@@H:9]([C:20]([N:22]1[CH2:27][CH2:26][CH:25]([CH2:28][C:29]([O:31][CH2:32][CH3:33])=[O:30])[CH2:24][CH2:23]1)=[O:21])[NH2:8])([O-:18])=[O:17] |f:4.5|. Reported procedure: To a stirred solution of 1-((S)-Nα -t-butoxycarbonyl-Nω -nitroarginyl)-4-(ethoxycarbonylmethyl)piperidine (1.2 g) in dichloromethane (25 ml) cooled to 0° to 5° C. is slowly added trifluoroacetic acid (2.8 g) and the reaction mixture is allowed to warm to room temperature and is then stirred for 6 hours. Toluene (30 ml) is then added and the mixture is concentrated by evaporation and then co-evaporated with further toluene portions (2×30 ml) and the eventual residue is triturated with ether, coll... The reactants are BrC1=C2C(=NC=C1)N(C(=C2I)C)C (4-bromo-3-iodo-1,2-dimethyl-1H-pyrrolo[2,3-b]pyridine), CN1CCC2=CC=C(C=C12)B1OC(C(O1)(C)C)(C)C (1-methyl-6-(4,4,5,5-tetramethyl-1,3,2-dioxaborolan-2-yl)indoline), C([O-])([O-])=O.[Na+].[Na+] (sodium carbonate). The reagents and catalysts are Cl[Pd]([P](C1=CC=CC=C1)(C2=CC=CC=C2)C3=CC=CC=C3)([P](C4=CC=CC=C4)(C5=CC=CC=C5)C6=CC=CC=C6)Cl (bis(triphenylphosphine)palladium(II) chloride). Run in C(C)#N (ACN), O (water). Run at temperature 65 celsius, time 3 hour. Yields the product BrC1=C2C(=NC=C1)N(C(=C2C2=CC=C1CCN(C1=C2)C)C)C (4-bromo-1,2-dimethyl-3-(1-methylindolin-6-yl)-1H-pyrrolo[2,3-b]pyridine). The yield is 15.1%. Reaction SMILES: [Br:1][C:2]1[CH:7]=[CH:6][N:5]=[C:4]2[N:8]([CH3:13])[C:9]([CH3:12])=[C:10](I)[C:3]=12.[CH3:14][N:15]1[C:23]2[C:18](=[CH:19][CH:20]=[C:21](B3OC(C)(C)C(C)(C)O3)[CH:22]=2)[CH2:17][CH2:16]1.C(=O)([O-])[O-].[Na+].[Na+]>C(#N)C.O.Cl[Pd](Cl)([P](C1C=CC=CC=1)(C1C=CC=CC=1)C1C=CC=CC=1)[P](C1C=CC=CC=1)(C1C=CC=CC=1)C1C=CC=CC=1>[Br:1][C:2]1[CH:7]=[CH:6][N:5]=[C:4]2[N:8]([CH3:13])[C:9]([CH3:12])=[C:10]([C:21]3[CH:22]=[C:23]4[C:18]([CH2:17][CH2:16][N:15]4[CH3:14])=[CH:19][CH:20]=3)[C:3]=12 |f:2.3.4,^1:45,64|. Procedure: To a solution of 4-bromo-3-iodo-1,2-dimethyl-1H-pyrrolo[2,3-b]pyridine (D27) (580 mg, 1.653 mmol) in ACN (9 mL) was added 1-methyl-6-(4,4,5,5-tetramethyl-1,3,2-dioxaborolan-2-yl)indoline (557 mg, 2.148 mmol), bis(triphenylphosphine)palladium(II) chloride (116 mg, 0.165 mmol) and 9 mL of sodium carbonate (2N aqueous solution). The reaction mixture was stirred at 65° C. for 3 hours. The reaction mixture was diluted with water (30 mL), the aqueous layer was then extracted with ethyl acetate (50 mL×... The reactants are COc1cc2c(=O)[nH]cnc2cc1OCCN1CCN(C)CC1, CN(C)C=O, O=S(Cl)Cl. The product is COc1cc2c(Cl)ncnc2cc1OCCN1CCN(C)CC1. RXN SMILES: [CH3:1][O:2][c:3]1[cH:4][c:5]2[c:6](=[O:23])[nH:7][cH:8][n:9][c:10]2[cH:11][c:12]1[O:13][CH2:14][CH2:15][N:16]1[CH2:17][CH2:18][N:19]([CH3:22])[CH2:20][CH2:21]1.[O:28]=[CH:29][N:30]([CH3:31])[CH3:32].[S:24]([Cl:25])([Cl:26])=[O:27]>>[CH3:1][O:2][c:3]1[cH:4][c:5]2[c:6]([Cl:26])[n:7][cH:8][n:9][c:10]2[cH:11][c:12]1[O:13][CH2:14][CH2:15][N:16]1[CH2:17][CH2:18][N:19]([CH3:22])[CH2:20][CH2:21]1. The reactants are [N+](=O)([O-])[O-].[K+] (potassium nitrate), OC1=NC2=CC=C3C(=C2N=C1O)NN=C3 (7,8-dihydroxy-1H-pyrazolo[3,4-f]quinoxaline), ice water. Run in S(O)(O)(=O)=O (sulfuric acid). Run at time 1 hour. Product: OC1=NC2=CC(=C3C(=C2N=C1O)NN=C3)[N+](=O)[O-] (7,8-Dihydroxy-4-nitro-1H-pyrazolo[3,4-f]quinoxaline). Isolated yield 52.6%. RXN SMILES: [N+:1]([O-:4])([O-])=[O:2].[K+].[OH:6][C:7]1[C:16]([OH:17])=[N:15][C:14]2[C:9](=[CH:10][CH:11]=[C:12]3[CH:20]=[N:19][NH:18][C:13]3=2)[N:8]=1>S(=O)(=O)(O)O>[OH:6][C:7]1[C:16]([OH:17])=[N:15][C:14]2[C:9](=[CH:10][C:11]([N+:1]([O-:4])=[O:2])=[C:12]3[CH:20]=[N:19][NH:18][C:13]3=2)[N:8]=1 |f:0.1|. Reported procedure: Finely powdered potassium nitrate (0.11 g, 1 mmol) was added to a stirred solution of 7,8-dihydroxy-1H-pyrazolo[3,4-f]quinoxaline (0.2 g, 1 mmol) in 2 ml of conc. sulfuric acid at room temperature. The solution was stirred for 1 h at this temperature and then poured into 50 ml of ice/water. After 30 min the precipitated solid was isolated by filtration and washed with water. Recrystallization from N,N-dimethylformamide/water afforded 0.13 g (53%) of the nitro compound; m.p. >300° C.; IR (KBr): 3... Isolated yield 45.3%. Reagents/catalysts: Pt. Product: [Si](Cl)(C)(C)CC(C)CCl (Me2SiClCH2CHMeCH2Cl), D3D'CH2CHMeCH2Cl. Starting materials: C(C(C)=C)Cl (methallyl chloride), [SiH](C)(C)Cl (Me2SiHCl). Reported procedure: In a 100 ml apparatus, there were combined 30.5 g (0.1 mol) of 92% D3D', 9.1 g (0.1 mol) of methallyl chloride, and 9.5 g (0.1 mol) of Me2SiHCl. Heat was applied to 43° C. and 0.05 ml Pt catalyst solution added, causing an exothermic reaction to 95.5° C. in 26 min, with the heat source removed. Vacuum distillation of the complete reaction yielded 7.82 g (42.3%) of Me2SiClCH2CHMeCH2Cl and 16.89 g (45.3%) of D3D'CH2CHMeCH2Cl. This example shows that neither Me2SiHCl nor D3D' is an effective promot... RXN SMILES: [CH2:1]([Cl:5])[C:2](=[CH2:4])[CH3:3].[SiH:6]([Cl:9])([CH3:8])[CH3:7]>>[Si:6]([CH2:4][CH:2]([CH2:1][Cl:5])[CH3:3])([CH3:8])([CH3:7])[Cl:9]. Yields the product ClC(Cl)=CCOc1cc(Cl)c(OCCCCBr)c(Cl)c1. Reactants: BrC(Br)(Br)Br, ClCCl, OCCCCOc1c(Cl)cc(OCC=C(Cl)Cl)cc1Cl, c1ccc(P(c2ccccc2)c2ccccc2)cc1. RXN SMILES: [C:21]([Br:22])([Br:23])([Br:24])[Br:25].[CH2:45]([Cl:46])[Cl:47].[Cl:1][C:2](=[CH:3][CH2:4][O:5][c:6]1[cH:7][c:8]([Cl:19])[c:9]([O:10][CH2:11][CH2:12][CH2:13][CH2:14][OH:15])[c:16]([Cl:18])[cH:17]1)[Cl:20].[c:26]1([P:27]([c:28]2[cH:29][cH:30][cH:31][cH:32][cH:33]2)[c:34]2[cH:35][cH:36][cH:37][cH:38][cH:39]2)[cH:40][cH:41][cH:42][cH:43][cH:44]1>>[Cl:1][C:2](=[CH:3][CH2:4][O:5][c:6]1[cH:7][c:8]([Cl:19])[c:9]([O:10][CH2:11][CH2:12][CH2:13][CH2:14][Br:22])[c:16]([Cl:18])[cH:17]1)[Cl:20].